This data is from the Open Reaction Database (ORD), a public repository of structured organic reaction records. The task is: describe an organic reaction: reactants, conditions, products, and yield Reactants: CC1=CC[C@H](CC1)C(=O)Cl ((1S)-4-Methyl-cyclohex-3-ene-1-carboxylic acid chloride), COC(=O)C=1SC(=CC1NC1CCC2(OCCO2)CC1)C#CC(C)(C)C (5-(3,3-dimethyl-but-1-ynyl)-3-(1,4-dioxa-spiro[4.5]dec-8-ylamino)-thiophene-2-carboxylic acid methyl ester), CCOC(=O)C (EtOAc), CCOC(=O)C (EtOAc). The reagents and catalysts are CN(C)C=1C=CN=CC1 (DMAP). Solvent: ClC(C)Cl (dichloroethane), hexanes, hexanes. Reaction conditions: temperature 80 celsius, time 2 hour. The product is COC(=O)C=1SC(=CC1N(C(=O)C1CC=C(CC1)C)C1CCC2(OCCO2)CC1)C#CC(C)(C)C (5-(3,3-dimethyl-but-1-ynyl)-3-[(1,4-dioxa-spiro[4.5]dec-8-yl)-(4-methyl-cyclohex-3-enecarbonyl)-amino]-thiophene-2-carboxylic acid methyl ester). The yield is 56.0%. RXN SMILES: [CH3:1][C:2]1[CH2:7][CH2:6][C@H:5]([C:8](Cl)=[O:9])[CH2:4][CH:3]=1.[CH3:11][O:12][C:13]([C:15]1[S:16][C:17]([C:31]#[C:32][C:33]([CH3:36])([CH3:35])[CH3:34])=[CH:18][C:19]=1[NH:20][CH:21]1[CH2:30][CH2:29][C:24]2([O:28][CH2:27][CH2:26][O:25]2)[CH2:23][CH2:22]1)=[O:14].CCOC(C)=O>CN(C1C=CN=CC=1)C.ClC(Cl)C>[CH3:11][O:12][C:13]([C:15]1[S:16][C:17]([C:31]#[C:32][C:33]([CH3:36])([CH3:35])[CH3:34])=[CH:18][C:19]=1[N:20]([CH:21]1[CH2:30][CH2:29][C:24]2([O:28][CH2:27][CH2:26][O:25]2)[CH2:23][CH2:22]1)[C:8]([CH:5]1[CH2:6][CH2:7][C:2]([CH3:1])=[CH:3][CH2:4]1)=[O:9])=[O:14]. Procedure: (1S)-4-Methyl-cyclohex-3-ene-1-carboxylic acid chloride (1.8 mmol), 5-(3,3-dimethyl-but-1-ynyl)-3-(1,4-dioxa-spiro[4.5]dec-8-ylamino)-thiophene-2-carboxylic acid methyl ester (336 mg, 0.89 mmol) and DMAP (217 mg, 1.8 mmol) were dissolved in dichloroethane (2.2 mL), sealed with a cap and heated to 80° C. After 2 h, the temperature was increased to 90° C., and the solution was stirred 16 h. The reaction mixture was further heated to 100° C., stirred 24 h and partitioned between water and ethyl ace... Reactants: C(=O)C=1C=C(C=CC1)C1=NC(=NO1)C1=CC(=C(OCC(CNC(CO)=O)O)C(=C1)C)C (rac-N-(3-{4-[5-(3-formyl-phenyl)-[1,2,4]oxadiazol-3-yl]-2,6-dimethyl-phenoxy}-2-hydroxy-propyl)-2-hydroxy-acetamide), C(=O)C=1C=C(C(=O)O)C=CC1CC (3-formyl-4-ethyl-benzoic acid), C(C)C1=C(OC[C@H](CNC(CO)=O)O)C(=CC(=C1)C(NO)=N)C (N—((S)-3-[2-ethyl-4-(N-hydroxycarbamimidoyl)-6-methyl-phenoxy]-2-hydroxy-propyl)-2-hydroxy-acetamide). The product is C(C)C1=C(OC[C@H](CNC(CO)=O)O)C(=CC(=C1)C1=NOC(=N1)C1=CC(=C(C=C1)CC)C=O)C (N—((S)-3-{2-ethyl-4-[5-(3-formyl-4-ethyl-phenyl)-[1,2,4]oxadiazol-3-yl]-6-methyl-phenoxy}-2-hydroxy-propyl)-2-hydroxy-acetamide). Isolated yield 24.7%. As a reaction SMILES: C(C1C=C(C2ON=C(C3C=C(C)C(OCC(O)CNC(=O)CO)=C(C)C=3)N=2)C=CC=1)=O.[CH:32]([C:34]1[CH:35]=[C:36]([CH:40]=[CH:41][C:42]=1[CH2:43][CH3:44])[C:37]([OH:39])=O)=[O:33].[CH2:45]([C:47]1[CH:62]=[C:61]([C:63](=[NH:66])[NH:64]O)[CH:60]=[C:59]([CH3:67])[C:48]=1[O:49][CH2:50][C@@H:51]([OH:58])[CH2:52][NH:53][C:54](=[O:57])[CH2:55][OH:56])[CH3:46]>>[CH2:45]([C:47]1[CH:62]=[C:61]([C:63]2[N:66]=[C:37]([C:36]3[CH:40]=[CH:41][C:42]([CH2:43][CH3:44])=[C:34]([CH:32]=[O:33])[CH:35]=3)[O:39][N:64]=2)[CH:60]=[C:59]([CH3:67])[C:48]=1[O:49][CH2:50][C@@H:51]([OH:58])[CH2:52][NH:53][C:54](=[O:57])[CH2:55][OH:56])[CH3:46]. Procedure: The title compound (233 mg) is prepared in analogy to rac-N-(3-{4-[5-(3-formyl-phenyl)-[1,2,4]oxadiazol-3-yl]-2,6-dimethyl-phenoxy}-2-hydroxy-propyl)-2-hydroxy-acetamide, starting from 3-formyl-4-ethyl-benzoic acid (360 mg, 2.02 mmol) and N—((S)-3-[2-ethyl-4-(N-hydroxycarbamimidoyl)-6-methyl-phenoxy]-2-hydroxy-propyl)-2-hydroxy-acetamide (657 mg, 2.02 mmol). LC-MS**: tR=0.72 min; [M+1]+=468.21; 1H NMR (D6-DMSO): δ 1.23 (t, J=7.5 Hz, 3H), 1.26 (t, J=7.5 Hz, 3H), 2.35 (s, 3H), 2.74 (q, J=7.5 Hz, 2... Starting materials: CO, ClCCl, O=S(=O)(Nc1cc(SC2COC(c3ccccc3)OC2)nc(SCc2cccc(F)c2F)n1)N1CCC1, O, Cc1ccc(S(=O)(=O)[O-])cc1, c1cc[nH+]cc1. Product: O=S(=O)(Nc1cc(SC(CO)CO)nc(SCc2cccc(F)c2F)n1)N1CCC1. RXN SMILES: [CH3:55][OH:56].[Cl:58][CH2:59][Cl:60].[F:1][c:2]1[c:3]([CH2:9][S:10][c:11]2[n:12][c:13]([S:25][CH:26]3[CH2:27][O:28][CH:29]([c:32]4[cH:33][cH:34][cH:35][cH:36][cH:37]4)[O:30][CH2:31]3)[cH:14][c:15]([NH:17][S:18](=[O:19])(=[O:20])[N:21]3[CH2:22][CH2:23][CH2:24]3)[n:16]2)[cH:4][cH:5][cH:6][c:7]1[F:8].[OH2:57].[c:38]1([CH3:39])[cH:40][cH:41][c:42]([S:43]([O-:44])(=[O:45])=[O:46])[cH:47][cH:48]1.[nH+:49]1[cH:50][cH:51][cH:52][cH:53][cH:54]1>>[F:1][c:2]1[c:3]([CH2:9][S:10][c:11]2[n:12][c:13]([S:25][CH:26]([CH2:27][OH:28])[CH2:31][OH:30])[cH:14][c:15]([NH:17][S:18](=[O:19])(=[O:20])[N:21]3[CH2:22][CH2:23][CH2:24]3)[n:16]2)[cH:4][cH:5][cH:6][c:7]1[F:8]. Starting materials: Br (HBr), N([C@H](CC1=CC=CC=C1)C(=O)N1[C@H](C(=O)N[C@@H](CCCNC(N)=N)C(=O)N[C@@H](CC2=CC=CC=C2)C(=O)O)CCC1)C(=O)OC(C)(C)C (Boc-D-Phe-Pro-Arg-Phe). Run in FC(C(=O)O)(F)F (trifluoroacetic acid), C1(=CC=CC=C1)OC (anisole). Run at time 45 minute. Product: N[C@H](CC1=CC=CC=C1)C(=O)N1[C@H](C(=O)N[C@@H](CCCNC(N)=N)C(=O)N[C@@H](CC2=CC=CC=C2)C(=O)O)CCC1 (H-D-Phe-Pro-Arg-Phe). RXN SMILES: [NH:1](C(OC(C)(C)C)=O)[C@@H:2]([C:10]([N:12]1[CH2:41][CH2:40][CH2:39][C@H:13]1[C:14]([NH:16][C@H:17]([C:25]([NH:27][C@H:28]([C:36]([OH:38])=[O:37])[CH2:29][C:30]1[CH:35]=[CH:34][CH:33]=[CH:32][CH:31]=1)=[O:26])[CH2:18][CH2:19][CH2:20][NH:21][C:22](=[NH:24])[NH2:23])=[O:15])=[O:11])[CH2:3][C:4]1[CH:9]=[CH:8][CH:7]=[CH:6][CH:5]=1.Br>FC(F)(F)C(O)=O.C1(OC)C=CC=CC=1>[NH2:1][C@@H:2]([C:10]([N:12]1[CH2:41][CH2:40][CH2:39][C@H:13]1[C:14]([NH:16][C@H:17]([C:25]([NH:27][C@H:28]([C:36]([OH:38])=[O:37])[CH2:29][C:30]1[CH:31]=[CH:32][CH:33]=[CH:34][CH:35]=1)=[O:26])[CH2:18][CH2:19][CH2:20][NH:21][C:22](=[NH:23])[NH2:24])=[O:15])=[O:11])[CH2:3][C:4]1[CH:5]=[CH:6][CH:7]=[CH:8][CH:9]=1. Procedure: 450 mg (0.44 mmole) of Boc-D-Phe-Pro-Arg-Phe-pNa.HBr are dissolved in 4 ml of trifluoroacetic acid, with the addition of 0.1 ml of anisole, and the solution is stirred at room temperature for 45 minutes. The product is precipitated with ether, centrifuged off and triturated with ether and centrifuged off again several times. The dried substance is triturated with NaHCO3 solution, the mixture is extracted with n-butanol, the organic phase is dried with K2CO3 and filtered and the filtrate is evapo... The reactants are tosylates, CCN(C(C)C)C(C)C (DIPEA), CC1=CC=C(C=C1)S(=O)(=O)N[C@@H](C2=CC=CC=C2)[C@H](C3=CC=CC=C3)N ((S,S)-TsDPEN). The solvent is C1(=CC=CC=C1)C (toluene). Reaction conditions: temperature 135 celsius, time 14 hour. Product: CC1=CC=C(C=C1)S(=O)(=O)N[C@H]([C@H](C1=CC=CC=C1)NCCCCC1=CCC=C(C1)C)C1=CC=CC=C1 (4-methyl-N-((1S,2S)-2-(4-(5-methylcyclohexa-1,4-dienyl)buty lamino)-1,2-diphenylethyl)benzenesulfonamide). The yield is 110.9%. Reaction SMILES: CCN([CH:7]([CH3:9])[CH3:8])C(C)C.[CH3:10][C:11]1[CH:16]=[CH:15][C:14]([S:17]([NH:20][C@H:21]([C@@H:28]([NH2:35])[C:29]2[CH:34]=[CH:33][CH:32]=[CH:31][CH:30]=2)[C:22]2[CH:27]=[CH:26][CH:25]=[CH:24][CH:23]=2)(=[O:19])=[O:18])=[CH:13][CH:12]=1>C1(C)C=CC=CC=1>[CH3:10][C:11]1[CH:16]=[CH:15][C:14]([S:17]([NH:20][C@@H:21]([C:22]2[CH:27]=[CH:26][CH:25]=[CH:24][CH:23]=2)[C@@H:28]([NH:35][CH2:31][CH2:30][CH2:29][CH2:28][C:21]2[CH2:9][C:7]([CH3:8])=[CH:24][CH2:23][CH:22]=2)[C:29]2[CH:30]=[CH:31][CH:32]=[CH:33][CH:34]=2)(=[O:19])=[O:18])=[CH:13][CH:12]=1. Reported procedure: The tosylates (10.45 g, 32.61 mmol, isomer ratio: 1,4 type/1,5 type=77/23) obtained in Example 2 were dissolved in 40 ml of toluene, and DIPEA (4.79 g, 32.61 mmol) and (S,S)-TsDPEN (11.95 g, 32.61 mmol) were added thereto, followed by stirring at 135° C. for 14 hours. After that, the solvent was evaporated under reduced pressure, and the obtained residue was purified by silica gel column chromatography (hexane/ethyl acetate=2/1). Thus, 9.31 g of the title compounds were obtained as a yellow oily... The reactants are C(C)OC1=C(C(=NC=C1)F)NC(OC(C)(C)C)=O (t-butyl N-(4-ethoxy-2-fluoro-3-pyridinyl)carbamate), [I-].[Na+] (sodium iodide), C[Si](C)(C)Cl (trimethylsilyl chloride), solution, C([O-])(O)=O.[Na+] (sodium bicarbonate). The solvent is C(C)#N (acetonitrile). Yields the product NC=1C(=NC=CC1OCC)F (3-Amino-4-ethoxy-2-fluoropyridine). Reaction SMILES: [CH2:1]([O:3][C:4]1[CH:9]=[CH:8][N:7]=[C:6]([F:10])[C:5]=1[NH:11]C(=O)OC(C)(C)C)[CH3:2].[I-].[Na+].C[Si](Cl)(C)C.C(=O)(O)[O-].[Na+]>C(#N)C>[NH2:11][C:5]1[C:6]([F:10])=[N:7][CH:8]=[CH:9][C:4]=1[O:3][CH2:1][CH3:2] |f:1.2,4.5|. Reported procedure: To a solution of 19 g (74 mmol) of t-butyl N-(4-ethoxy-2-fluoro-3-pyridinyl)carbamate and 12.2 g (81.5 mmol) of sodium iodide in 400 mL of dry acetonitrile was added with stirring 8.9 g (81.5 mmol) of trimethylsilyl chloride. The mixture was allowed to react for 4 hr and then a 100 mL solution of aqueous sodium bicarbonate was added with stirring. The resulting mixture was extracted with 1 L of ether and the ether extract was dried over magnesium sulfate, filtered, and concentrated by evaporatio... Reactants: solution, [Li]CCCC (nBuLi), CCCCCC (hexane), CN(C)C=O (DMF), BrC1=CC(=CC(=C1)OC)C(C)C (1-bromo-3-isopropyl-5-methoxy-benzene), Cl (HCl). Run in C1CCOC1 (THF). Conditions: time 5 minute. Yields the product C(C)(C)C=1C=C(C=O)C=C(C1)OC (3-Isopropyl-5-methoxy-benzaldehyde). Reaction SMILES: Br[C:2]1[CH:7]=[C:6]([O:8][CH3:9])[CH:5]=[C:4]([CH:10]([CH3:12])[CH3:11])[CH:3]=1.[Li]CCCC.CCCCCC.CN([CH:27]=[O:28])C.Cl>C1COCC1>[CH:10]([C:4]1[CH:3]=[C:2]([CH:7]=[C:6]([O:8][CH3:9])[CH:5]=1)[CH:27]=[O:28])([CH3:12])[CH3:11]. Procedure: A solution of 1-bromo-3-isopropyl-5-methoxy-benzene (1.06 g, 4.63 mmol) in dry THF (10 mL) was cooled to −78° C. under nitrogen atmosphere. A 1.6 M solution of nBuLi in hexane (2.9 mL, 4.63 mmol) was added at once, followed within 1 min by DMF (0.356 mL, 4.63 mmol). After 1 min the mixture was poured onto 10 mL 1N aq. HCl, stirred for 5 min and extracted with TBME. The organic phase was washed with brine, dried with MgSO4 and evaporated to give the title compound sufficiently pure for further us...